This data is from the Open Reaction Database (ORD), a public repository of structured organic reaction records. The task is: describe an organic reaction: reactants, conditions, products, and yield Starting materials: C(C)(C)(C)[Si](OC1C(C(OC1(CO)CO)N1C(NC(C=C1)=O)=O)O)(C1=CC=CC=C1)C1=CC=CC=C1 (1-[4-(tert-butyl-diphenyl-silanyloxy)-3-hydroxy-5,5-bis-hydroxymethyl-tetrahydro-furan-2-yl]-1H-pyrimidine-2,4-dione), C(C1=CC=C(OC)C=C1)(C1=CC=C(OC)C=C1)(C1=CC=CC=C1)Cl (DMTCl), α-hydroxymethyl, C(C)(=O)OCC (ethyl acetate). Run in N1=CC=CC=C1 (pyridine). Yields the product COC1=CC=C(C=C1)C(OC(C1(C(C(C(O1)N1C(NC(C=C1)=O)=O)O)O[Si](C1=CC=CC=C1)(C1=CC=CC=C1)C(C)(C)C)CO)C1=CC=CC=C1)C1=CC=C(C=C1)OC (1-[5-[bis-(4-methoxy-phenyl)-phenyl-methoxymethyl-]4-(tert-butyl-diphenyl-silanyloxy)-3-hydroxy-5-hydroxymethyl-tetrahydro-furan-2-yl]-1H-pyrimidine-2,4-dione). Reaction SMILES: [C:1]([Si:5]([C:31]1[CH:36]=[CH:35][CH:34]=[CH:33][CH:32]=1)([C:25]1[CH:30]=[CH:29][CH:28]=[CH:27][CH:26]=1)[O:6][CH:7]1[C:11]([CH2:14][OH:15])([CH2:12][OH:13])[O:10][CH:9]([N:16]2[CH:21]=[CH:20][C:19](=[O:22])[NH:18][C:17]2=[O:23])[CH:8]1[OH:24])([CH3:4])([CH3:3])[CH3:2].[C:37](Cl)(C1C=CC=CC=1)([C:46]1[CH:53]=[CH:52][C:49]([O:50][CH3:51])=[CH:48][CH:47]=1)[C:38]1[CH:45]=[CH:44][C:41]([O:42][CH3:43])=[CH:40][CH:39]=1.C(O[CH2:65][CH3:66])(=O)C>N1C=CC=CC=1>[CH3:51][O:50][C:49]1[CH:48]=[CH:47][C:46]([CH:37]([C:38]2[CH:39]=[CH:40][C:41]([O:42][CH3:43])=[CH:44][CH:45]=2)[O:13][CH:12]([C:66]2[CH:65]=[CH:9][CH:8]=[CH:7][CH:11]=2)[C:11]2([CH2:14][OH:15])[O:10][CH:9]([N:16]3[CH:21]=[CH:20][C:19](=[O:22])[NH:18][C:17]3=[O:23])[CH:8]([OH:24])[CH:7]2[O:6][Si:5]([C:1]([CH3:4])([CH3:2])[CH3:3])([C:25]2[CH:26]=[CH:27][CH:28]=[CH:29][CH:30]=2)[C:31]2[CH:36]=[CH:35][CH:34]=[CH:33][CH:32]=2)=[CH:53][CH:52]=1. Procedure: Preferential protection with DMT at the α-hydroxymethyl position is performed following a published literature procedure (Nomura, M., et. al., J. Med. Chem. 1999, 42, 2901-2908). Generally, a solution of Compound 11 (1 eq.) in anhydrous pyridine is treated with DMTCl (1.3 eq.), then stirred at room temperature for several hours. Subsequently, the mixture is poured into ethyl acetate, washed with water, dried over anhydrous Na2SO4, filtered, and evaporated. Purification by silica gel chromatograp...